From a dataset of the Open Reaction Database (ORD), a public repository of structured organic reaction records. describe an organic reaction: reactants, conditions, products, and yield The reactants are N[C@@H](CC(O)=O)C(=O)O (Asp), reaction mixture, C(CC(O)(C(=O)O)CC(=O)O)(=O)O.C(CC(O)(C(=O)[O-])CC(=O)[O-])(=O)[O-].[Na+].[Na+].[Na+] (citric acid sodium citrate), O=C[C@H](O)[C@@H](O)[C@H](O)[C@H](O)CO (glucose), OCC(=O)[C@@H](O)[C@H](O)[C@H](O)CO (fructose). Conditions: time 8 hour. The product is C([C@@H]1[C@H]([C@@H]([C@H]([C@H](O1)OC[C@@H]2[C@H]([C@@H](C(O2)(CO)O)O)O)O)O)O)O (isomaltulose). RXN SMILES: N[C@H](C(O)=O)CC(=O)O.C(O)(=O)CC(CC(O)=O)(C(O)=O)O.C([O-])(=O)CC(CC([O-])=O)(C([O-])=O)O.[Na+].[Na+].[Na+].[O:39]=[CH:40][C@@H:41]([C@H:43]([C@@H:45]([C@@H:47]([CH2:49][OH:50])[OH:48])[OH:46])[OH:44])[OH:42].[OH:51][CH2:52][C:53]([C@H:55]([C@@H:57]([C@@H:59]([CH2:61]O)[OH:60])[OH:58])[OH:56])=[O:54]>>[CH2:49]([OH:50])[C@H:47]1[O:48][C@H:40]([O:39][CH2:61][C@H:59]2[O:60][C:53]([OH:54])([CH2:52][OH:51])[C@@H:55]([OH:56])[C@@H:57]2[OH:58])[C@H:41]([OH:42])[C@@H:43]([OH:44])[C@@H:45]1[OH:46] |f:1.2.3.4.5|. Reported procedure: 6100 units of glucoamylase of Asp. niger origin were added to 5 ml of a reaction mixture of a citric acid-sodium citrate buffer (pH 4.5) containing 10% glucose and 30% fructose, and a reaction was carried out at 65° C. overnight. The yield of isomaltulose formed during the reaction was 46% in relation to the glucose added. Note, the isomaltulose was determined according to the following procedure: The reaction mixture was filtrated by a ultrafiltration membrane to eliminate proteins, and the fil... Starting materials: C1CCOC1, [Cl-], O=C(Cl)C(=O)Cl, NC1CCCCC1, CN(C)C=O, O=C(O)c1cccc(-c2ccccc2)c1. Yields the product O=C(NC1CCCCC1)c1cccc(-c2ccccc2)c1. Reaction SMILES: [CH2:30]1[O:31][CH2:32][CH2:33][CH2:34]1.[Cl-:29].[Cl:1][C:2]([C:3]([Cl:4])=[O:5])=[O:6].[NH2:22][CH:23]1[CH2:24][CH2:25][CH2:26][CH2:27][CH2:28]1.[O:35]=[CH:36][N:37]([CH3:38])[CH3:39].[c:7]1(-[c:13]2[cH:14][c:15]([C:16](=[O:17])[OH:18])[cH:19][cH:20][cH:21]2)[cH:8][cH:9][cH:10][cH:11][cH:12]1>>[c:7]1(-[c:13]2[cH:14][c:15]([C:16](=[O:18])[NH:22][CH:23]3[CH2:24][CH2:25][CH2:26][CH2:27][CH2:28]3)[cH:19][cH:20][cH:21]2)[cH:8][cH:9][cH:10][cH:11][cH:12]1.